The task is: describe an organic reaction: reactants, conditions, products, and yield. This data is from the Open Reaction Database (ORD), a public repository of structured organic reaction records. The reactants are C(C)SC=1N(C(=C(N1)C(C)(C)O)C(=O)OCC)CC1=CC=C(C=C1)C1=C(C=CC=C1)C1=NN=NN1C(C1=CC=CC=C1)(C1=CC=CC=C1)C1=CC=CC=C1 (ethyl 2-ethylthio-4-(1-hydroxy-1-methylethyl)-1-{4-[2-(trityltetrazol-5-yl)phenyl]phenyl}methylimidazole-5-carboxylate). Run in C(C)(=O)O (acetic acid). Conditions: temperature 60 celsius, time 2 hour. The product is C(C)SC=1N(C(=C(N1)C(C)(C)O)C(=O)OCC)CC1=CC=C(C=C1)C1=C(C=CC=C1)C1=NN=NN1 (Ethyl 2-ethylthio-4-(1-hydroxy-1-methylethyl)-1-{4-[2-(tetrazol-5-yl)phenyl]phenyl}methylimidazole-5-carboxylate). Isolated yield 82.0%. As a reaction SMILES: [CH2:1]([S:3][C:4]1[N:5]([CH2:18][C:19]2[CH:24]=[CH:23][C:22]([C:25]3[CH:30]=[CH:29][CH:28]=[CH:27][C:26]=3[C:31]3[N:35](C(C4C=CC=CC=4)(C4C=CC=CC=4)C4C=CC=CC=4)[N:34]=[N:33][N:32]=3)=[CH:21][CH:20]=2)[C:6]([C:13]([O:15][CH2:16][CH3:17])=[O:14])=[C:7]([C:9]([OH:12])([CH3:11])[CH3:10])[N:8]=1)[CH3:2]>C(O)(=O)C>[CH2:1]([S:3][C:4]1[N:5]([CH2:18][C:19]2[CH:24]=[CH:23][C:22]([C:25]3[CH:30]=[CH:29][CH:28]=[CH:27][C:26]=3[C:31]3[NH:35][N:34]=[N:33][N:32]=3)=[CH:21][CH:20]=2)[C:6]([C:13]([O:15][CH2:16][CH3:17])=[O:14])=[C:7]([C:9]([OH:12])([CH3:10])[CH3:11])[N:8]=1)[CH3:2]. Procedure: 2.22 g of ethyl 2-ethylthio-4-(1-hydroxy-1-methylethyl)-1-{4-[2-(trityltetrazol-5-yl)phenyl]phenyl}methylimidazole-5-carboxylate [prepared as described in step (a) above] were added to 20 ml of a 25% v/v aqueous solution of acetic acid, and the mixture was stirred at 60° C. for 2 hours. The reaction mixture was then concentrated by evaporation under reduced pressure, and the resulting residue was crystallized by the addition of ethyl acetate, to give 1.22 g of the title compound as crystals, mel... The reactants are O=C([O-])O, CCCCN, Cc1nc(Cl)cc(N)[n+]1[O-], CCO, [K+]. Yields the product CCCCNc1cc(N)[n+]([O-])c(C)n1. Reaction SMILES: [C:11](=[O:12])([OH:13])[O-:14].[CH2:16]([CH2:17][CH2:18][CH3:19])[NH2:20].[CH3:1][c:2]1[n:3][c:4]([Cl:10])[cH:5][c:6]([NH2:9])[n+:7]1[O-:8].[CH3:21][CH2:22][OH:23].[K+:15]>>[CH3:1][c:2]1[n:3][c:4]([NH:20][CH2:16][CH2:17][CH2:18][CH3:19])[cH:5][c:6]([NH2:9])[n+:7]1[O-:8].